Dataset: the Open Reaction Database (ORD), a public repository of structured organic reaction records. Task: describe an organic reaction: reactants, conditions, products, and yield Starting materials: ClC1=C(C=C(C(=O)O)C=C1)O (4-Chloro-3-hydroxybenzoic acid), O (water), C(C)(=O)OC(C)=O (acetic anhydride). The product is C(C)(=O)OC=1C=C(C(=O)O)C=CC1Cl (3-Acetoxy-4-chlorobenzoic acid). As a reaction SMILES: [Cl:1][C:2]1[CH:10]=[CH:9][C:5]([C:6]([OH:8])=[O:7])=[CH:4][C:3]=1[OH:11].O.[C:13](OC(=O)C)(=[O:15])[CH3:14]>>[C:13]([O:11][C:3]1[CH:4]=[C:5]([CH:9]=[CH:10][C:2]=1[Cl:1])[C:6]([OH:8])=[O:7])(=[O:15])[CH3:14]. Reported procedure: 4-Chloro-3-hydroxybenzoic acid (1.00 g, 5.80 mmol) was suspended in acetic anhydride (11 ml) and heated to reflux for 3 h. After cooling, water (11 ml) was added and the mixture was refluxed again for 1 h. After cooling, crystals formed overnight which were collected by suction filtration and dried in vacuo to yield the title compound (630 mg). Starting materials: BrC1=CC=CC=C1 (bromobenzene), C([O-])([O-])=O.[K+].[K+] (potassium carbonate), ice water, OC=1C(=CC2=C(C(C=CO2)=O)C1)NS(=O)(=O)C (6-hydroxy-7-methylsulfonylamino-4H-1-benzopyran-4-one), Cl (hydrochloric acid). Reagents/catalysts: [Cu] (copper). Run in C(C)(=O)OCC (ethyl acetate), CN(C=O)C (N,N-dimethylformamide). Reaction conditions: temperature 150 celsius, time 1.5 hour. Yields the product CS(=O)(=O)NC1=CC2=C(C(C=CO2)=O)C=C1OC1=CC=CC=C1 (7-methylsulfonylamino-6-phenoxy4H-1-benzopyran-4-one). Yield: 80.9%. Reaction SMILES: [OH:1][C:2]1[C:3]([NH:13][S:14]([CH3:17])(=[O:16])=[O:15])=[CH:4][C:5]2[O:10][CH:9]=[CH:8][C:7](=[O:11])[C:6]=2[CH:12]=1.Br[C:19]1[CH:24]=[CH:23][CH:22]=[CH:21][CH:20]=1.C(=O)([O-])[O-].[K+].[K+].Cl>CN(C)C=O.[Cu].C(OCC)(=O)C>[CH3:17][S:14]([NH:13][C:3]1[C:2]([O:1][C:19]2[CH:24]=[CH:23][CH:22]=[CH:21][CH:20]=2)=[CH:12][C:6]2[C:7](=[O:11])[CH:8]=[CH:9][O:10][C:5]=2[CH:4]=1)(=[O:16])=[O:15] |f:2.3.4|. Procedure: 200 mg of 6-hydroxy-7-methylsulfonylamino-4H-1-benzopyran-4-one was dissolved in 2 ml of N,N-dimethylformamide. Thereto were added 390 mg of bromobenzene, 113 mg of potassium carbonate and 52 mg of a copper powder. The mixture was stirred for 1.5 hours at 150° C. The reaction mixture was introduced into 10 ml of ice water. The mixture was adjusted to pH 2 with 4N hydrochloric acid. Thereto was added 10 ml of ethyl acetate. The organic layer was separated, washed with water and a saturated aqueou... Procedure details: Prepared similarly to Intermediate 15 from n-propylamine and 1-(4-fluorophenyl)-N-{[2-(trifluoromethyl)-2-oxiranyl]methyl}-1H-indazol-4-amine. As a reaction SMILES: C([NH:3][CH2:4][C:5](CNC1C=CC=C2C=1C=NN2C1C=CC=CC=1)(O)[C:6](F)(F)F)C.C(N)CC.[F:32][C:33]1[CH:38]=[CH:37][C:36]([N:39]2[C:47]3[CH:46]=[CH:45][CH:44]=[C:43]([NH:48][CH2:49][C:50]4([C:53]([F:56])([F:55])[F:54])[CH2:52][O:51]4)[C:42]=3[CH:41]=[N:40]2)=[CH:35][CH:34]=1>>[F:54][C:53]([F:56])([F:55])[C:50]([CH2:52][NH:3][CH2:4][CH2:5][CH3:6])([OH:51])[CH2:49][NH:48][C:43]1[CH:44]=[CH:45][CH:46]=[C:47]2[C:42]=1[CH:41]=[N:40][N:39]2[C:36]1[CH:37]=[CH:38][C:33]([F:32])=[CH:34][CH:35]=1. Starting materials: C(C)NCC(C(F)(F)F)(O)CNC1=C2C=NN(C2=CC=C1)C1=CC=CC=C1 (3-(Ethylamino)-1,1,1-trifluoro-2-{[(1-phenyl-1H-indazol-4-yl)amino]methyl}-2-propanol), C(CC)N (n-propylamine), FC1=CC=C(C=C1)N1N=CC=2C(=CC=CC12)NCC1(OC1)C(F)(F)F (1-(4-fluorophenyl)-N-{[2-(trifluoromethyl)-2-oxiranyl]methyl}-1H-indazol-4-amine). The product is FC(C(CNC1=C2C=NN(C2=CC=C1)C1=CC=C(C=C1)F)(O)CNCCC)(F)F (1,1,1-Trifluoro-3-{[1-(4-fluorophenyl)-1H-indazol-4-yl]amino}-2-[(propylamino)methyl]-2-propanol).